Dataset: the Open Reaction Database (ORD), a public repository of structured organic reaction records. Task: describe an organic reaction: reactants, conditions, products, and yield As a reaction SMILES: [CH3:1][S:2](Cl)(=[O:4])=[O:3].[NH2:6][C:7]1[CH:8]=[C:9]([CH:23]=[CH:24][C:25]=1[Cl:26])[CH2:10][NH:11][C:12]1[C:21]2[C:16](=[CH:17][CH:18]=[C:19]([Cl:22])[CH:20]=2)[N:15]=[CH:14][N:13]=1.N1C=CC=CC=1>O>[CH3:1][S:2]([NH:6][C:7]1[CH:8]=[C:9]([CH:23]=[CH:24][C:25]=1[Cl:26])[CH2:10][NH:11][C:12]1[C:21]2[C:16](=[CH:17][CH:18]=[C:19]([Cl:22])[CH:20]=2)[N:15]=[CH:14][N:13]=1)(=[O:4])=[O:3]. The yield is 88.0%. The product is CS(=O)(=O)NC=1C=C(CNC2=NC=NC3=CC=C(C=C23)Cl)C=CC1Cl (4-(3-Methanesulfonylamino-4-chlorobenzyl)amino-6-chloroquinazoline). Procedure details: 75 μl of methanesulfonyl chloride was added to a mixture comprising 100 mg of 4-(3-amino-4-chlorobenzyl)amino-6-chloroquinazoline and 3 ml of pyridine. The obtained mixture was stirred at room temperature for 1.5 hours. 20 ml of water was added in portions to the reaction mixture to precipitate crystals. The crystals were recovered by filtration, washed with water and dried to give 109 mg of the title compound. Starting materials: CS(=O)(=O)Cl (methanesulfonyl chloride), NC=1C=C(CNC2=NC=NC3=CC=C(C=C23)Cl)C=CC1Cl (4-(3-amino-4-chlorobenzyl)amino-6-chloroquinazoline), N1=CC=CC=C1 (pyridine). The solvent is O (water). Reaction conditions: time 1.5 hour. The reactants are CC(C)(C)OC(=O)N1CCN(CCN2CCCC2)C(=O)C1, O=C(O)C=Cc1ccc(Cl)c(Cl)c1. Product: O=C(C=Cc1ccc(Cl)c(Cl)c1)N1CCN(CCN2CCCC2)C(=O)C1. As a reaction SMILES: [C:1]([O:2][C:6](=[O:7])[N:8]1[CH2:9][C:10](=[O:21])[N:11]([CH2:14][CH2:15][N:16]2[CH2:17][CH2:18][CH2:19][CH2:20]2)[CH2:12][CH2:13]1)([CH3:3])([CH3:4])[CH3:5].[Cl:22][c:23]1[cH:24][c:25]([CH:26]=[CH:27][C:28]([OH:29])=[O:30])[cH:31][cH:32][c:33]1[Cl:34]>>[C:6](=[O:7])([N:8]1[CH2:9][C:10](=[O:21])[N:11]([CH2:14][CH2:15][N:16]2[CH2:17][CH2:18][CH2:19][CH2:20]2)[CH2:12][CH2:13]1)[CH:27]=[CH:26][c:25]1[cH:24][c:23]([Cl:22])[c:33]([Cl:34])[cH:32][cH:31]1. Starting materials: C(C)(C)(C)OC(NC1=C(C=C(C(=C1)OCC)Cl)N)=O ((2-amino-4-chloro-5-ethoxy-phenyl)-carbamic acid tert-butyl ester), C(C)(C)(C)OC(CC(=O)C1=CC(=CC=C1)C1=CC(=NC=C1)C)=O (3-[3-(2-methyl-pyridin-4-yl)-phenyl]-3-oxo-propionic acid tert-butyl ester). Yields the product C(C)(C)(C)OC(NC1=C(C=C(C(=C1)OCC)Cl)NC(CC(=O)C1=CC(=CC=C1)C1=CC(=NC=C1)C)=O)=O ((4-Chloro-5-ethoxy-2-{3-[3-(2-methyl-pyridin-4-yl)-phenyl]-3-oxo-propionylamino}-phenyl)-carbamic acid tert-butyl ester), solid. The yield is 71.0%. RXN SMILES: [C:1]([O:5][C:6](=[O:19])[NH:7][C:8]1[CH:13]=[C:12]([O:14][CH2:15][CH3:16])[C:11]([Cl:17])=[CH:10][C:9]=1[NH2:18])([CH3:4])([CH3:3])[CH3:2].C([O:24][C:25](=O)[CH2:26][C:27]([C:29]1[CH:34]=[CH:33][CH:32]=[C:31]([C:35]2[CH:40]=[CH:39][N:38]=[C:37]([CH3:41])[CH:36]=2)[CH:30]=1)=[O:28])(C)(C)C>>[C:1]([O:5][C:6](=[O:19])[NH:7][C:8]1[CH:13]=[C:12]([O:14][CH2:15][CH3:16])[C:11]([Cl:17])=[CH:10][C:9]=1[NH:18][C:25](=[O:24])[CH2:26][C:27]([C:29]1[CH:34]=[CH:33][CH:32]=[C:31]([C:35]2[CH:40]=[CH:39][N:38]=[C:37]([CH3:41])[CH:36]=2)[CH:30]=1)=[O:28])([CH3:2])([CH3:3])[CH3:4]. Reported procedure: The title compound was prepared from (2-amino-4-chloro-5-ethoxy-phenyl)-carbamic acid tert-butyl ester (Example J25) (215 mg, 0.75 mmol) and 3-[3-(2-methyl-pyridin-4-yl)-phenyl]-3-oxo-propionic acid tert-butyl ester (Example K12) (234 mg, 0.75 mmol) according to the general procedure M. Obtained as an off-white solid (280 mg, 71%).